This data is from the Open Reaction Database (ORD), a public repository of structured organic reaction records. The task is: describe an organic reaction: reactants, conditions, products, and yield The reactants are N1[C@H](CCC1)C(=O)OC(C)(C)C ((R)-tert-butyl pyrrolidine-2-carboxylate), C([O-])([O-])=O.[K+].[K+] (potassium carbonate), [I-].[K+] (potassium iodide), CC1=C(C(=CC(=C1)C)C)S(=O)(=O)OC1=NC(=NC(=C1CC1=C(C=C(C=C1)OCCCOS(=O)(=O)C)OC)C)N (2-amino-5-(2-methoxy-4-(3-(methylsulfonyloxy)propoxy)benzyl)-6-methylpyrimidin-4-yl 2,4,6-trimethylbenzenesulfonate). The solvent is CC#N (CH3CN), O (water). Run at temperature 70 celsius, time 16 hour. Product: NC1=NC(=C(C(=N1)OS(=O)(=O)C1=C(C=C(C=C1C)C)C)CC1=C(C=C(OCCCN2[C@H](CCC2)C(=O)OC(C)(C)C)C=C1)OC)C ((R)-tert-butyl 1-(3-(4-((2-amino-4-(mesitylsulfonyloxy)-6-methylpyrimidin-5-yl)methyl)-3-methoxyphenoxy)propyl)pyrrolidine-2-carboxylate). RXN SMILES: [NH:1]1[CH2:5][CH2:4][CH2:3][C@@H:2]1[C:6]([O:8][C:9]([CH3:12])([CH3:11])[CH3:10])=[O:7].C(=O)([O-])[O-].[K+].[K+].[I-].[K+].[CH3:21][C:22]1[CH:27]=[C:26]([CH3:28])[CH:25]=[C:24]([CH3:29])[C:23]=1[S:30]([O:33][C:34]1[C:39]([CH2:40][C:41]2[CH:46]=[CH:45][C:44]([O:47][CH2:48][CH2:49][CH2:50]OS(C)(=O)=O)=[CH:43][C:42]=2[O:56][CH3:57])=[C:38]([CH3:58])[N:37]=[C:36]([NH2:59])[N:35]=1)(=[O:32])=[O:31]>CC#N.O>[NH2:59][C:36]1[N:35]=[C:34]([O:33][S:30]([C:23]2[C:24]([CH3:29])=[CH:25][C:26]([CH3:28])=[CH:27][C:22]=2[CH3:21])(=[O:32])=[O:31])[C:39]([CH2:40][C:41]2[CH:46]=[CH:45][C:44]([O:47][CH2:48][CH2:49][CH2:50][N:1]3[CH2:5][CH2:4][CH2:3][C@@H:2]3[C:6]([O:8][C:9]([CH3:12])([CH3:11])[CH3:10])=[O:7])=[CH:43][C:42]=2[O:56][CH3:57])=[C:38]([CH3:58])[N:37]=1 |f:1.2.3,4.5|. Procedure details: (R)-tert-butyl pyrrolidine-2-carboxylate (485 mg) was added to the mixture of potassium carbonate (393 mg), potassium iodide (31 mg) and the crude product from step (viii) in CH3CN (20 mL). After the mixture was stirred at 70° C. for 16 h, the reaction mixture was cooled to RT, diluted with water and extracted with EtOAc. The combined organic layer was washed with water and brine, dried and concentrated under reduced pressure. The residue was purified by flash column chromatography on amino sili... Reactants: CSC(=C[N+](=O)[O-])N1CCCCC1, CCO, NCc1cccnc1. The product is O=[N+]([O-])C=C(NCc1cccnc1)N1CCCCC1. RXN SMILES: [CH3:1][S:2][C:3](=[CH:4][N+:5](=[O:6])[O-:7])[N:8]1[CH2:9][CH2:10][CH2:11][CH2:12][CH2:13]1.[CH3:22][CH2:23][OH:24].[n:14]1[cH:15][c:16]([CH2:20][NH2:21])[cH:17][cH:18][cH:19]1>>[C:3](=[CH:4][N+:5](=[O:6])[O-:7])([N:8]1[CH2:9][CH2:10][CH2:11][CH2:12][CH2:13]1)[NH:21][CH2:20][c:16]1[cH:15][n:14][cH:19][cH:18][cH:17]1. Reactants: CC(C)(C)OC(=O)N1CCC(c2ccc(O)cc2)(c2ccc(Br)cc2)CC1, O=C([O-])[O-], COCCBr, CN(C)C=O, [K+], [K+], [Na+], [OH-]. Yields the product COCCOc1ccc(C2(c3ccc(Br)cc3)CCN(C(=O)OC(C)(C)C)CC2)cc1. Reaction SMILES: [C:1]([CH3:2])([CH3:3])([CH3:4])[O:5][C:6](=[O:7])[N:8]1[CH2:9][CH2:10][C:11]([c:14]2[cH:15][cH:16][c:17]([OH:20])[cH:18][cH:19]2)([c:21]2[cH:22][cH:23][c:24]([Br:27])[cH:25][cH:26]2)[CH2:12][CH2:13]1.[C:33](=[O:34])([O-:35])[O-:36].[CH3:28][O:29][CH2:30][CH2:31][Br:32].[CH3:41][N:42]([CH3:43])[CH:44]=[O:45].[K+:37].[K+:38].[Na+:40].[OH-:39]>>[C:1]([CH3:2])([CH3:3])([CH3:4])[O:5][C:6](=[O:7])[N:8]1[CH2:9][CH2:10][C:11]([c:14]2[cH:15][cH:16][c:17]([O:20][CH2:31][CH2:30][O:29][CH3:28])[cH:18][cH:19]2)([c:21]2[cH:22][cH:23][c:24]([Br:27])[cH:25][cH:26]2)[CH2:12][CH2:13]1. The reactants are C(=O)C1=CC=2C(CCC(C2C=C1CC1=CC=C(C=C1)C)(C)C)(C)C (2-formyl-3-(4-methylbenzyl)-5,5,8,8-tetramethyl-5,6,7,8-tetrahydronaphthalene), ester, CC1(C=2C=C(C(=CC2C(CC1)(C)C)/C=C/C1=CC=C(C(=O)OCC)C=C1)CC1=C(C=C(C=C1)F)F)C (ethyl 4-{(E)-2-[5,5,8,8-tetramethyl-3-(2,4-difluorobenzyl)-5,6,7,8-tetrahydro-naphthalen-2-yl]vinyl}benzoate). Product: CC1(C=2C=C(C(=CC2C(CC1)(C)C)/C=C/C1=CC=C(C(=O)O)C=C1)CC1=C(C=C(C=C1)F)F)C (4-{(E)-2-[5,5,8,8-tetramethyl-3-(2,4-difluorobenzyl)-5,6,7,8-tetrahydro-naphthalen-2-yl]vinyl}benzoic acid). Isolated yield 72.0%. Reaction SMILES: C(C1C(CC2C=CC(C)=CC=2)=CC2C(C)(C)CCC(C)(C)C=2C=1)=O.[CH3:25][C:26]1([CH3:60])[CH2:35][CH2:34][C:33]([CH3:37])([CH3:36])[C:32]2[CH:31]=[C:30](/[CH:38]=[CH:39]/[C:40]3[CH:50]=[CH:49][C:43]([C:44]([O:46]CC)=[O:45])=[CH:42][CH:41]=3)[C:29]([CH2:51][C:52]3[CH:57]=[CH:56][C:55]([F:58])=[CH:54][C:53]=3[F:59])=[CH:28][C:27]1=2>>[CH3:25][C:26]1([CH3:60])[CH2:35][CH2:34][C:33]([CH3:36])([CH3:37])[C:32]2[CH:31]=[C:30](/[CH:38]=[CH:39]/[C:40]3[CH:50]=[CH:49][C:43]([C:44]([OH:46])=[O:45])=[CH:42][CH:41]=3)[C:29]([CH2:51][C:52]3[CH:57]=[CH:56][C:55]([F:58])=[CH:54][C:53]=3[F:59])=[CH:28][C:27]1=2. Reported procedure: Horner-Emmons olefination (following the procedure of Example) of 2-formyl-3-(4-methylbenzyl)-5,5,8,8-tetramethyl-5,6,7,8-tetrahydronaphthalene (239 mg, 0.69 mmol) followed by ester hydrolysis (following the procedure of Example) of ethyl 4-{(E)-2-[5,5,8,8-tetramethyl-3-(2,4-difluorobenzyl)-5,6,7,8-tetrahydro-naphthalen-2-yl]vinyl}benzoate gave 4-{(E)-2-[5,5,8,8-tetramethyl-3-(2,4-difluorobenzyl)-5,6,7,8-tetrahydro-naphthalen-2-yl]vinyl}benzoic acid (230 mg, 72%) as a white crystalline solid (m.... Starting materials: CC(C)(C)OC(=O)NC1CCN(CC(F)(F)F)CC1, Cl, C1COCCO1. The product is NC1CCN(CC(F)(F)F)CC1. RXN SMILES: [C:1]([O:2][C:3](=[O:4])[NH:7][CH:8]1[CH2:9][CH2:10][N:11]([CH2:14][C:15]([F:16])([F:17])[F:18])[CH2:12][CH2:13]1)([CH3:5])([CH3:6])[CH3:19].[ClH:20].[O:21]1[CH2:22][CH2:23][O:24][CH2:25][CH2:26]1>>[NH2:7][CH:8]1[CH2:9][CH2:10][N:11]([CH2:14][C:15]([F:16])([F:17])[F:18])[CH2:12][CH2:13]1.